Dataset: the Open Reaction Database (ORD), a public repository of structured organic reaction records. Task: describe an organic reaction: reactants, conditions, products, and yield Starting materials: NC1CCN(CC1)CC1=CC2=CC=CC=C2C=C1 (4-Amino-1-(naphth-2-ylmethyl)piperidine), O1C(=CC=C1)C(=O)NC(=O)N (2-furoylurea), O (Water). Solvent: N1=CC=CC=C1 (pyridine). Product: C1=C(C=CC2=CC=CC=C12)CN1CCC(CC1)NC(=O)NC(=O)C=1OC=CC1 (N-[[[1-(2-Naphthalenylmethyl)-4-piperidinyl]amino]carbonyl]-2-furancarboxamide). Yield: 17.5%. As a reaction SMILES: [NH2:1][CH:2]1[CH2:7][CH2:6][N:5]([CH2:8][C:9]2[CH:18]=[CH:17][C:16]3[C:11](=[CH:12][CH:13]=[CH:14][CH:15]=3)[CH:10]=2)[CH2:4][CH2:3]1.[O:19]1[CH:23]=[CH:22][CH:21]=[C:20]1[C:24]([NH:26][C:27](N)=[O:28])=[O:25].O>N1C=CC=CC=1>[CH:10]1[C:11]2[C:16](=[CH:15][CH:14]=[CH:13][CH:12]=2)[CH:17]=[CH:18][C:9]=1[CH2:8][N:5]1[CH2:4][CH2:3][CH:2]([NH:1][C:27]([NH:26][C:24]([C:20]2[O:19][CH:23]=[CH:22][CH:21]=2)=[O:25])=[O:28])[CH2:7][CH2:6]1. Procedure: 4-Amino-1-(naphth-2-ylmethyl)piperidine (1.2 g, 0.005 m) and 2-furoylurea (0.7 g) in pyridine (5 ml) was refluxed for 6 hours, then cooled. Water was added and the precipitate collected by filtration. The solid was dissolved in chloroform with a little methanol and filtered. The solvent was removed under reduced pressure and the residue was purified by medium pressure liquid chromatography on silica using CHCl3 : MeOH (9:1 v/v) as eluent. The isolated product (1st component eluted) was dissolved... The reactants are Cl.Cl.O1C(=NC2=C1C=CC=C2)C=2C(=NC=C(C2)C=2C=NN(C2)C2CCNCC2)N (3-benzoxazol-2-yl-5-(1-piperidin-4-yl-1H-pyrazol-4-yl)-pyridin-2-ylamine dihydrochloride), ClC=1SC2=C(N1)C=CC=C2 (2-chlorobenzothiazole). Yields the product Cl.Cl.S1C(=NC2=C1C=CC=C2)C=2C(=NC=C(C2)C=2C=NN(C2)C2CCNCC2)N (3-Benzothiazol-2-yl-5-(1-piperidin-4-yl-1H-pyrazol-4-yl)-pyridin-2-ylamine dihydrochloride). RXN SMILES: [ClH:1].Cl.O1[C:7]2[CH:8]=[CH:9][CH:10]=[CH:11][C:6]=2[N:5]=[C:4]1[C:12]1[C:13]([NH2:29])=[N:14][CH:15]=[C:16]([C:18]2[CH:19]=[N:20][N:21]([CH:23]3[CH2:28][CH2:27][NH:26][CH2:25][CH2:24]3)[CH:22]=2)[CH:17]=1.[Cl:30]C1[S:32]C2C=CC=CC=2N=1>>[ClH:30].[ClH:1].[S:32]1[C:7]2[CH:8]=[CH:9][CH:10]=[CH:11][C:6]=2[N:5]=[C:4]1[C:12]1[C:13]([NH2:29])=[N:14][CH:15]=[C:16]([C:18]2[CH:19]=[N:20][N:21]([CH:23]3[CH2:28][CH2:27][NH:26][CH2:25][CH2:24]3)[CH:22]=2)[CH:17]=1 |f:0.1.2,4.5.6|. Procedure details: The procedure for 3-benzoxazol-2-yl-5-(1-piperidin-4-yl-1H-pyrazol-4-yl)-pyridin-2-ylamine dihydrochloride except using 2-chlorobenzothiazole in place of 2-chlorobenzoxazole to afford the title compound as a yellow solid. 1H NMR (400 MHz, DMSO-d6): δ=2.10-2.22 (m, 2H), 2.27 (d, J=13.5 Hz, 2H), 3.07-3.18 (m, 2H), 3.43 (d, J=13.2 Hz, 2H), 4.47-4.57 (m, 1H), 7.50 (t, J=7.5 Hz, 1H), 7.55-7.61 (m, 1H), 8.02 (s, 1H), 8.10 (d, J=8.0 Hz, 1H), 8.16 (d, J=7.7 Hz, 1H), 8.21 (br. s., 1H), 8.33 (s, 1H), 8.50... As a reaction SMILES: C(=O)([O-])[O-].[K+].[K+].[C:7]([O:11][CH3:12])(=[O:10])[CH2:8][SH:9].[Br:13][C:14]1[C:15](F)=[C:16]([CH:19]=[C:20]([C:22]([F:25])([F:24])[F:23])[CH:21]=1)[CH:17]=O.O>CC#N>[Br:13][C:14]1[C:15]2[S:9][C:8]([C:7]([O:11][CH3:12])=[O:10])=[CH:17][C:16]=2[CH:19]=[C:20]([C:22]([F:23])([F:24])[F:25])[CH:21]=1 |f:0.1.2|. Run in CC#N (CH3CN). Reaction conditions: time 30 minute. Procedure details: Potassium carbonate (1.44 g, 10.42 mmol) then methyl thioglycolate (0.487 g, 4.59 mmol) were added to a degassed solution of 3-bromo-2-fluoro-5-(trifluoromethyl)benzaldehyde (1.13 g, 4.17 mmol) in CH3CN (11 mL). The mixture was stirred at room temperature for 30 minutes then refluxed at 100° C. overnight. The mixture was allowed to cool to room temperature, then water (20 mL) was added. The resulting light yellow solid was collected by vacuum filtration, washed with water, then dried in vacuo. T... Reactants: O (water), C([O-])([O-])=O.[K+].[K+] (Potassium carbonate), C(CS)(=O)OC (methyl thioglycolate), BrC=1C(=C(C=O)C=C(C1)C(F)(F)F)F (3-bromo-2-fluoro-5-(trifluoromethyl)benzaldehyde). The product is BrC1=CC(=CC=2C=C(SC21)C(=O)OC)C(F)(F)F (Methyl 7-bromo-5-(trifluoromethyl)-1-benzothiophene-2-carboxylate). Starting materials: CN1C(CCC1)=O (N-Methylpyrrolidone), ClC=1N(C2=NC(=NC(=C2N1)N1CCOCC1)C=1C(=NC(=NC1)N)C)CC1CC1 (5-[8-chloro-9-(cyclopropylmethyl)-6-morpholin-4-yl-9H-purin-2-yl]-4-methylpyrimidin-2-amine), N1CCC(C(=O)N)CC1 (isonipecotamide). The solvent is O (water). Reaction conditions: temperature 120 celsius, time 2.5 hour. The product is NC1=NC=C(C(=N1)C)C1=NC(=C2N=C(N(C2=N1)CC1CC1)N1CCC(CC1)C(=O)N)N1CCOCC1 (1-[2-(2-Amino-4-methylpyrimidin-5-yl)-9-(cyclopropylmethyl)-6-morpholin-4-yl-9H-purin-8-yl]piperidine-4-carboxamide). The yield is 69.0%. Reaction SMILES: CN1CCCC1=O.Cl[C:9]1[N:10]([CH2:32][CH:33]2[CH2:35][CH2:34]2)[C:11]2[C:16]([N:17]=1)=[C:15]([N:18]1[CH2:23][CH2:22][O:21][CH2:20][CH2:19]1)[N:14]=[C:13]([C:24]1[C:25]([CH3:31])=[N:26][C:27]([NH2:30])=[N:28][CH:29]=1)[N:12]=2.[NH:36]1[CH2:44][CH2:43][CH:39]([C:40]([NH2:42])=[O:41])[CH2:38][CH2:37]1>O>[NH2:30][C:27]1[N:26]=[C:25]([CH3:31])[C:24]([C:13]2[N:12]=[C:11]3[C:16]([N:17]=[C:9]([N:36]4[CH2:44][CH2:43][CH:39]([C:40]([NH2:42])=[O:41])[CH2:38][CH2:37]4)[N:10]3[CH2:32][CH:33]3[CH2:35][CH2:34]3)=[C:15]([N:18]3[CH2:23][CH2:22][O:21][CH2:20][CH2:19]3)[N:14]=2)=[CH:29][N:28]=1. Procedure details: N-Methylpyrrolidone (1 ml) was added to 5-[8-chloro-9-(cyclopropylmethyl)-6-morpholin-4-yl-9H-purin-2-yl]-4-methylpyrimidin-2-amine (100 mg, 0.25 mmol) and isonipecotamide (191 mg, 1.5 mmol) and the resulting mixture was stirred at 120° C. for 2.5 hours. The reaction mixture was left standing to cool followed by the addition of water and the insoluble matter was collected by filtration and dried to give the title compound (85 mg, 69%) as a pale yellow solid. Reaction conditions: time 4 hour. Reactants: [H-].[Na+] (Sodium hydride), NC=1SC(=NN1)SCC1=NC=CC=C1 (2-amino-5-(2-pyridylmethyl) thio-1,3,4-thiadiazole), C(\C=C(/C)\CCC=C(C)C)OC1=CC=C(C(=O)O)C=C1 (4-Geranyloxybenzoic acid), C(=O)(N1C=NC=C1)N1C=NC=C1 (carbonyldiimidazole). Solvent: O1CCCC1 (tetrahydrofuran), O1CCCC1 (tetrahydrofuran). Yields the product C(\C=C(/C)\CCC=C(C)C)OC1=CC=C(C(=O)NC=2SC(=NN2)SCC2=NC=CC=C2)C=C1 (2-(4-geranyloxybenzoyl)amino-5-(2-pyridylmethyl)thio-1,3,4-thiadiazole). Procedure: Sodium hydride (0.3 g) and 2-amino-5-(2-pyridylmethyl) thio-1,3,4-thiadiazole (1.3 g) were stirred in tetrahydrofuran (30 ml) for 30 minutes while being cooled with ice. 4-Geranyloxybenzoic acid (1.5 g) and carbonyldiimidazole (1.0 ) were stirred in tetrahydrofuran (30 ml) for 30 minutes at room temperature and the mixture was added to the former reaction mixture. The mixture was stirred for 4 hours at room temperature, and then concentrated under a vacuum. The residue, with water added thereto,... The yield is 72.3%. Reaction SMILES: [H-].[Na+].[NH2:3][C:4]1[S:5][C:6]([S:9][CH2:10][C:11]2[CH:16]=[CH:15][CH:14]=[CH:13][N:12]=2)=[N:7][N:8]=1.[CH2:17]([O:27][C:28]1[CH:36]=[CH:35][C:31]([C:32](O)=[O:33])=[CH:30][CH:29]=1)/[CH:18]=[C:19](/[CH2:21][CH2:22][CH:23]=[C:24]([CH3:26])[CH3:25])\[CH3:20].C(N1C=CN=C1)(N1C=CN=C1)=O>O1CCCC1>[CH2:17]([O:27][C:28]1[CH:29]=[CH:30][C:31]([C:32]([NH:3][C:4]2[S:5][C:6]([S:9][CH2:10][C:11]3[CH:16]=[CH:15][CH:14]=[CH:13][N:12]=3)=[N:7][N:8]=2)=[O:33])=[CH:35][CH:36]=1)/[CH:18]=[C:19](/[CH2:21][CH2:22][CH:23]=[C:24]([CH3:26])[CH3:25])\[CH3:20] |f:0.1|. Reactants: ClC1=C(C=C(C=C1)S(=O)(=O)N1C(=C(C=2C1=NC=CC2)CC(=O)O)C)C#N ([1-(4-Chloro-3-cyano-benzenesulfonyl)-2-methyl-1H-pyrrolo[2,3-b]pyridin-3-yl]-acetic acid), COC(CC1=C(NC2=NC=CC=C21)CC)=O ((2-ethyl-1H-pyrrolo[2,3-b]pyridin-3-yl)-acetic acid methyl ester), COC(CC1=C(NC2=NC=CC=C21)CC)=O ((2-ethyl-1H-pyrrolo[2,3-b]pyridin-3-yl)-acetic acid methyl ester). Product: ClC1=C(C=C(C=C1)S(=O)(=O)N1C(=C(C=2C1=NC=CC2)CC(=O)O)CC)C#N ([1-(4-Chloro-3-cyano-benzenesulfonyl)-2-ethyl-1H-pyrrolo[2,3-b]pyridin-3-yl]-acetic acid). Reaction SMILES: [Cl:1][C:2]1[CH:7]=[CH:6][C:5]([S:8]([N:11]2[C:15]3=[N:16][CH:17]=[CH:18][CH:19]=[C:14]3[C:13]([CH2:20][C:21]([OH:23])=[O:22])=[C:12]2[CH3:24])(=[O:10])=[O:9])=[CH:4][C:3]=1[C:25]#[N:26].[CH3:27]OC(=O)CC1C2C(=NC=CC=2)NC=1CC>>[Cl:1][C:2]1[CH:7]=[CH:6][C:5]([S:8]([N:11]2[C:15]3=[N:16][CH:17]=[CH:18][CH:19]=[C:14]3[C:13]([CH2:20][C:21]([OH:23])=[O:22])=[C:12]2[CH2:24][CH3:27])(=[O:9])=[O:10])=[CH:4][C:3]=1[C:25]#[N:26]. Procedure details: The titled compound is prepared analogously to [1-(4-chloro-3-cyano-benzenesulfonyl)-2-methyl-1H-pyrrolo[2,3-b]pyridin-3-yl]-acetic acid (Example 103) by replacing (2-methyl-1H-pyrrolo[2,3-b]pyridin-3-yl)-acetic acid methyl ester with (2-ethyl-1H-pyrrolo[2,3-b]pyridin-3-yl)-acetic acid methyl ester (Intermediate 87c). (MH+ 404)